This data is from the Open Reaction Database (ORD), a public repository of structured organic reaction records. The task is: describe an organic reaction: reactants, conditions, products, and yield The reactants are OC1=CC2=CC=C(C=C2C=C1C(=O)O)C(=O)O (2-Hydroxy-3,6-di-hydroxycarbonylnaphthalene), O (water), C(C)(=O)O (acetic acid), CN(C=O)C (N,N-dimethylformamide). The reagents and catalysts are CN(C1=CC=NC=C1)C (4-dimethylaminopyridine). Solvent: CO (methanol), C(C)(=O)OC(C)=O (acetic anhydride). Reaction conditions: temperature 50 celsius. Product: C(C)(=O)OC1=CC2=CC=C(C=C2C=C1C(=O)O)C(=O)O (2-acetoxy-3,6-di-hydroxycarbonylnaphthalene). The yield is 81.2%. As a reaction SMILES: [OH:1][C:2]1[C:11]([C:12]([OH:14])=[O:13])=[CH:10][C:9]2[C:4](=[CH:5][CH:6]=[C:7]([C:15]([OH:17])=[O:16])[CH:8]=2)[CH:3]=1.[C:18](O)(=[O:20])[CH3:19].CN(C)C=O.O>C(OC(=O)C)(=O)C.CN(C)C1C=CN=CC=1.CO>[C:18]([O:1][C:2]1[C:11]([C:12]([OH:14])=[O:13])=[CH:10][C:9]2[C:4](=[CH:5][CH:6]=[C:7]([C:15]([OH:17])=[O:16])[CH:8]=2)[CH:3]=1)(=[O:20])[CH3:19]. Procedure details: 2-Hydroxy-3,6-di-hydroxycarbonylnaphthalene (12.1 g) was suspended in acetic anhydride (39.0 g), acetic acid (60.1 g) and N,N-dimethylformamide (40.0 g) and 4-dimethylaminopyridine (0.2 g) was added, followed by heating to 50° C. After heating for about 20 hours, the reaction solution was poured into a mixed solution of water (400 g) and methanol (100 g). The deposit was filtered and then washed with water to obtain 11.6 g of 2-acetoxy-3,6-di-hydroxycarbonylnaphthalene as grayish white powder (D... Starting materials: C1(=CC=CC=C1)CCCCC(=O)O (5-phenylpentanoic acid), Cl.C(C(C)C)OC([C@@H](N)C)=O (L-alanine iso-butyl ester hydrochloride). Product: C(C(C)C)OC([C@@H](NC(CCCCC1=CC=CC=C1)=O)C)=O (N-(5-phenylpentanoyl)-L-alanine iso-butyl ester). As a reaction SMILES: [C:1]1([CH2:7][CH2:8][CH2:9][CH2:10][C:11]([OH:13])=O)[CH:6]=[CH:5][CH:4]=[CH:3][CH:2]=1.Cl.[CH2:15]([O:19][C:20](=[O:24])[C@H:21]([CH3:23])[NH2:22])[CH:16]([CH3:18])[CH3:17]>>[CH2:15]([O:19][C:20](=[O:24])[C@H:21]([CH3:23])[NH:22][C:11](=[O:13])[CH2:10][CH2:9][CH2:8][CH2:7][C:1]1[CH:2]=[CH:3][CH:4]=[CH:5][CH:6]=1)[CH:16]([CH3:18])[CH3:17] |f:1.2|. Procedure details: Following General Procedure BB and using 5-phenylpentanoic acid (Aldrich) and L-alanine iso-butyl ester hydrochloride (from Example BB above), the title compound was prepared as an oil. The reaction was monitored by tic on silica gel and purification was by extraction with Et2O followed by washes with aqueous K2CO3 and aqueous HCl. Reaction SMILES: Br[C:2]1[C:3]([CH:7]([OH:17])[CH2:8][CH2:9][CH2:10][C:11]2[CH:16]=[CH:15][CH:14]=[CH:13][CH:12]=2)=[CH:4][S:5][CH:6]=1.[CH2:18]([O:20][C:21]([C:23]1([C:26]2[CH:31]=[CH:30][C:29]([C:32]3[CH:37]=[CH:36][C:35](B4OC(C)(C)C(C)(C)O4)=[CH:34][CH:33]=3)=[CH:28][CH:27]=2)[CH2:25][CH2:24]1)=[O:22])[CH3:19]>>[CH2:18]([O:20][C:21]([C:23]1([C:26]2[CH:27]=[CH:28][C:29]([C:32]3[CH:33]=[CH:34][C:35]([C:2]4[C:3]([CH:7]([OH:17])[CH2:8][CH2:9][CH2:10][C:11]5[CH:16]=[CH:15][CH:14]=[CH:13][CH:12]=5)=[CH:4][S:5][CH:6]=4)=[CH:36][CH:37]=3)=[CH:30][CH:31]=2)[CH2:25][CH2:24]1)=[O:22])[CH3:19]. The reactants are BrC=1C(=CSC1)C(CCCC1=CC=CC=C1)O (1-(4-bromo-thiophen-3-yl)-4-phenyl-butan-1-ol), C(C)OC(=O)C1(CC1)C1=CC=C(C=C1)C1=CC=C(C=C1)B1OC(C(O1)(C)C)(C)C (1-[4′-(4,4,5,5-tetramethyl-[1,3,2]dioxaborolan-2-yl)-biphenyl-4-yl]-cyclopropanecarboxylic acid ethyl ester). Product: C(C)OC(=O)C1(CC1)C1=CC=C(C=C1)C1=CC=C(C=C1)C1=CSC=C1C(CCCC1=CC=CC=C1)O (1-{4′-[4-(1-Hydroxy-4-phenyl-butyl)-thiophen-3-yl]-biphenyl-4-yl}-cyclopropanecarboxylic acid ethyl ester). Procedure: Prepared according to the procedure described in Example 1, Step 2, using the following starting materials: 1-(4-bromo-thiophen-3-yl)-4-phenyl-butan-1-ol and 1-[4′-(4,4,5,5-tetramethyl-[1,3,2]dioxaborolan-2-yl)-biphenyl-4-yl]-cyclopropanecarboxylic acid ethyl ester. Reactants: COc1ccc(C(=O)Cl)cc1C(C)(C)C, C=CCOC(=O)c1ccc(CO)cc1O. Yields the product C=CCOC(=O)c1ccc(COC(=O)c2ccc(OC)c(C(C)(C)C)c2)cc1O. Reaction SMILES: [C:1]([CH3:2])([CH3:3])([CH3:4])[c:5]1[cH:6][c:7]([C:8](=[O:9])[Cl:10])[cH:11][cH:12][c:13]1[O:14][CH3:15].[OH:16][CH2:17][c:18]1[cH:19][c:20]([OH:30])[c:21]([C:22](=[O:23])[O:24][CH2:25][CH:26]=[CH2:27])[cH:28][cH:29]1>>[C:1]([CH3:2])([CH3:3])([CH3:4])[c:5]1[cH:6][c:7]([C:8](=[O:9])[O:16][CH2:17][c:18]2[cH:19][c:20]([OH:30])[c:21]([C:22](=[O:23])[O:24][CH2:25][CH:26]=[CH2:27])[cH:28][cH:29]2)[cH:11][cH:12][c:13]1[O:14][CH3:15]. Starting materials: C1(=CC=CC=C1)P(C1=CC=CC=C1)C1=CC=CC=C1 (triphenylphosphine), BrC1=CC(=C(C(=N1)[C@](CNS(=O)(=O)C1=CC=C(C=C1)[N+](=O)[O-])(C)O)F)[Si](CC)(CC)CC ((R)—N-(2-(6-bromo-3-fluoro-4-(triethylsilyl)pyridin-2-yl)-2-hydroxypropyl)-4-nitrobenzenesulfonamide), N(=NC(=O)OCC)C(=O)OCC (diethyl azodicarboxylate), C1(=CC=CC=C1)C (toluene). The solvent is C1CCOC1 (THF). Reaction conditions: time 1 hour. Product: BrC1=CC(=C(C(=N1)C1([N@](C1)S(=O)(=O)C1=CC=C(C=C1)[N+](=O)[O-])C)F)[Si](CC)(CC)CC (6-Bromo-3-fluoro-2-[(S)-2-methyl-1-(4-nitro-benzenesulfonyl)-aziridin-2-yl]-4-triethylsilanyl-pyridine). Isolated yield 79.8%. RXN SMILES: C1(P(C2C=CC=CC=2)C2C=CC=CC=2)C=CC=CC=1.[Br:20][C:21]1[N:26]=[C:25]([C@@:27](O)([CH3:42])[CH2:28][NH:29][S:30]([C:33]2[CH:38]=[CH:37][C:36]([N+:39]([O-:41])=[O:40])=[CH:35][CH:34]=2)(=[O:32])=[O:31])[C:24]([F:44])=[C:23]([Si:45]([CH2:50][CH3:51])([CH2:48][CH3:49])[CH2:46][CH3:47])[CH:22]=1.N(C(OCC)=O)=NC(OCC)=O.C1(C)C=CC=CC=1>C1COCC1>[Br:20][C:21]1[N:26]=[C:25]([C:27]2([CH3:42])[CH2:28][N@@:29]2[S:30]([C:33]2[CH:38]=[CH:37][C:36]([N+:39]([O-:41])=[O:40])=[CH:35][CH:34]=2)(=[O:32])=[O:31])[C:24]([F:44])=[C:23]([Si:45]([CH2:50][CH3:51])([CH2:48][CH3:49])[CH2:46][CH3:47])[CH:22]=1. Reported procedure: A solution of triphenylphosphine (21.55 g, 82 mmol) and (R)—N-(2-(6-bromo-3-fluoro-4-(triethylsilyl)pyridin-2-yl)-2-hydroxypropyl)-4-nitrobenzenesulfonamide (37.56 g, 69 mmol) in 510 ml THF was cooled to 4° C. A solution of diethyl azodicarboxylate in toluene (40% by weight, 38.8 g, 89 mmol) was added in a dropwise while maintaining the temperature below 10° C. The cooling bath was removed and the rm was stirred at rt for 1 h. The reaction mixture was diluted with approx. 1000 ml toluene and THF... Starting materials: BrC=1C=C(C=NC1)N1C(C2=CC=CC=C2C1=O)=O (2-(5-Bromo-pyridin-3-yl)-isoindole-1,3-dione), C(=O)(OC(C)(C)C)N1C(=CC2=CC=C(C=C12)C)B(O)O (N-Boc-6-methyl-indoleboronic acid). The product is CC1=CC=C2C=C(NC2=C1)C=1C=C(C=NC1)N1C(C2=CC=CC=C2C1=O)=O (2-[5-(6-methyl-1H-indol-2-yl)-pyridin-3-yl]-isoindole-1,3-dione). RXN SMILES: Br[C:2]1[CH:3]=[C:4]([N:8]2[C:16](=[O:17])[C:15]3[C:10](=[CH:11][CH:12]=[CH:13][CH:14]=3)[C:9]2=[O:18])[CH:5]=[N:6][CH:7]=1.C([N:26]1[C:34]2[C:29](=[CH:30][CH:31]=[C:32]([CH3:35])[CH:33]=2)[CH:28]=[C:27]1B(O)O)(OC(C)(C)C)=O>>[CH3:35][C:32]1[CH:33]=[C:34]2[C:29]([CH:28]=[C:27]([C:2]3[CH:3]=[C:4]([N:8]4[C:16](=[O:17])[C:15]5[C:10](=[CH:11][CH:12]=[CH:13][CH:14]=5)[C:9]4=[O:18])[CH:5]=[N:6][CH:7]=3)[NH:26]2)=[CH:30][CH:31]=1. Procedure details: 2-(5-Bromo-pyridin-3-yl)-isoindole-1,3-dione and N-Boc-6-methyl-indoleboronic acid are processed according to the procedure described in Example 103 to give 2-[5-(6-methyl-1H-indol-2-yl)-pyridin-3-yl]-isoindole-1,3-dione. MS (ESI) m/z 354.1 (M+H)+ Reactants: C1[C@H]([C@@H]([C@H]([C@@H]([C@H]1N)O[C@@H]2[C@@H]([C@H]([C@@H]([C@H](O2)CN)O)O)O)O)O[C@@H]3[C@@H]([C@H]([C@@H]([C@H](O3)CO)O)N)O)N.OS(=O)(=O)O (Kanamycin A sulphate), C(C1=CC=CC=C1)=O (benzaldehyde), Cl (hydrochloric acid), Cl (hydrochloric acid), C(#N)[BH3-].[Na+] (Sodium cyanoborohydride), 1-N-benzyl. The solvent is O (water), CO (methanol), CO.C(Cl)(Cl)Cl (methanol chloroform). Reaction conditions: temperature 0 celsius. Yields the product C1[C@H]([C@@H]([C@H]([C@@H]([C@H]1N)O[C@H]2[C@H]([C@@H]([C@H]([C@@H](O2)CN)O)O)O)O)O[C@@H]3[C@@H]([C@H]([C@@H]([C@H](O3)CO)O)N)O)N (Kanamycin A). As a reaction SMILES: [CH2:1]1[C@H:6]([NH2:7])[C@@H:5]([O:8][C@H:9]2[O:14][C@H:13]([CH2:15][NH2:16])[C@@H:12]([OH:17])[C@H:11]([OH:18])[C@H:10]2[OH:19])[C@H:4]([OH:20])[C@@H:3]([O:21][C@H:22]2[O:27][C@H:26]([CH2:28][OH:29])[C@@H:25]([OH:30])[C@H:24]([NH2:31])[C@H:23]2[OH:32])[C@@H:2]1[NH2:33].OS(O)(=O)=O.Cl.C([BH3-])#N.[Na+].C(=O)C1C=CC=CC=1>O.CO.CO.C(Cl)(Cl)Cl>[CH2:1]1[C@H:6]([NH2:7])[C@@H:5]([O:8][C@@H:9]2[O:14][C@@H:13]([CH2:15][NH2:16])[C@H:12]([OH:17])[C@@H:11]([OH:18])[C@@H:10]2[OH:19])[C@H:4]([OH:20])[C@@H:3]([O:21][C@H:22]2[O:27][C@H:26]([CH2:28][OH:29])[C@@H:25]([OH:30])[C@H:24]([NH2:31])[C@H:23]2[OH:32])[C@@H:2]1[NH2:33] |f:0.1,3.4,8.9|. Procedure: Kanamycin A sulphate (24.3 g., 0.03 mole) was dissolved in water (150 ml.) and the pH adjusted to 6 by the dropwise addition of 5N hydrochloric acid. Sodium cyanoborohydride (1.95 g., 0.03 mole) was added and the mixture was cooled to 0° C. and stirred while a solution of benzaldehyde (3.61 g., 0.033 mole) dissolved in methanol (15 ml.) was added slowly over the course of 2 1/2 hours. The mixture was allowed to warm to room temperature. After 16 hours the pH of the solution was adjusted to 5.5 b...